Dataset: the Open Reaction Database (ORD), a public repository of structured organic reaction records. Task: describe an organic reaction: reactants, conditions, products, and yield Starting materials: C1COCCN1, C1CCOC1, COc1cccc2c1nc(C(F)F)n2-c1nc(Cl)cc(Cl)n1. Yields the product COc1cccc2c1nc(C(F)F)n2-c1nc(Cl)cc(N2CCOCC2)n1. RXN SMILES: [CH2:23]1[CH2:24][O:25][CH2:26][CH2:27][NH:28]1.[CH2:29]1[O:30][CH2:31][CH2:32][CH2:33]1.[Cl:1][c:2]1[n:3][c:4](-[n:9]2[c:10]([CH:20]([F:21])[F:22])[n:11][c:12]3[c:13]2[cH:14][cH:15][cH:16][c:17]3[O:18][CH3:19])[n:5][c:6]([Cl:8])[cH:7]1>>[c:2]1([N:28]2[CH2:23][CH2:24][O:25][CH2:26][CH2:27]2)[n:3][c:4](-[n:9]2[c:10]([CH:20]([F:21])[F:22])[n:11][c:12]3[c:13]2[cH:14][cH:15][cH:16][c:17]3[O:18][CH3:19])[n:5][c:6]([Cl:8])[cH:7]1. Starting materials: ClC=1C=C(C(=C(C1)C=1C=CC2=C(SCC2NC(=O)C2(CC2)N)C1)C=1N=NN(N1)C)F (1-Amino-cyclopropanecarboxylic acid{(rac)-6-[5-chloro-3-fluoro-2-(2-methyl-2H-tetrazol-5-yl)-phenyl]-2,3-dihydro-benzo[b]thiophen-3-yl}-amide), N1=CN=CC(=C1)C(=O)O (pyrimidine-5-carboxylic acid). Yields the product ClC=1C=C(C(=C(C1)C=1C=CC2=C(SCC2NC(=O)C2(CC2)NC(=O)C=2C=NC=NC2)C1)C=1N=NN(N1)C)F (Pyrimidine-5-carboxylic acid(1-{(rac)-6-[5-chloro-3-fluoro-2-(2-methyl-2H-tetrazol-5-yl)-phenyl]-2,3-dihydro-benzo[b]thiophen-3-ylcarbamoyl}-cyclopropyl)-amide). As a reaction SMILES: [Cl:1][C:2]1[CH:3]=[C:4]([F:30])[C:5]([C:24]2[N:25]=[N:26][N:27]([CH3:29])[N:28]=2)=[C:6]([C:8]2[CH:9]=[CH:10][C:11]3[CH:15]([NH:16][C:17]([C:19]4([NH2:22])[CH2:21][CH2:20]4)=[O:18])[CH2:14][S:13][C:12]=3[CH:23]=2)[CH:7]=1.[N:31]1[CH:36]=[C:35]([C:37](O)=[O:38])[CH:34]=[N:33][CH:32]=1>>[Cl:1][C:2]1[CH:3]=[C:4]([F:30])[C:5]([C:24]2[N:25]=[N:26][N:27]([CH3:29])[N:28]=2)=[C:6]([C:8]2[CH:9]=[CH:10][C:11]3[CH:15]([NH:16][C:17]([C:19]4([NH:22][C:37]([C:35]5[CH:36]=[N:31][CH:32]=[N:33][CH:34]=5)=[O:38])[CH2:21][CH2:20]4)=[O:18])[CH2:14][S:13][C:12]=3[CH:23]=2)[CH:7]=1. Reported procedure: In analogy to the procedure described for the preparation of intermediate A-1 [B], 1-amino-cyclopropanecarboxylic acid{(rac)-6-[5-chloro-3-fluoro-2-(2-methyl-2H-tetrazol-5-yl)-phenyl]-2,3-dihydro-benzo[b]thiophen-3-yl}-amide (example 61) has been coupled with pyrimidine-5-carboxylic acid to yield the title compound as light yellow amorphous solid. MS: 551.1 (MH+, 1Cl). Reaction SMILES: [Cl:1][C:2]1[CH:7]=[CH:6][C:5]([S:8]([N:11]2[CH:16]3[CH2:17][CH2:18][CH2:19][CH:12]2[C:13](=[CH:21]O)[C:14](=O)[CH2:15]3)(=[O:10])=[O:9])=[CH:4][CH:3]=1.[NH2:23][C:24]1[N:28]=[C:27]([S:29][CH3:30])[NH:26][N:25]=1>>[Cl:1][C:2]1[CH:7]=[CH:6][C:5]([S:8]([N:11]2[CH:16]3[CH2:17][CH2:18][CH2:19][CH:12]2[C:13]2[CH:21]=[N:23][C:24]4[N:25]([C:14]=2[CH2:15]3)[N:26]=[C:27]([S:29][CH3:30])[N:28]=4)(=[O:10])=[O:9])=[CH:4][CH:3]=1. Procedure: Prepared as described in Example 5 using 9-(4-chlorophenylsulfonyl)-2-(hydroxymethylene)-9-azabicyclo[3.3.1]nonan-3-one which was prepared as described in Example 34 and 3-amino-5-methylthio-1,2,4-triazole. Starting materials: ClC1=CC=C(C=C1)S(=O)(=O)N1C2C(C(CC1CCC2)=O)=CO (9-(4-chlorophenylsulfonyl)-2-(hydroxymethylene)-9-azabicyclo[3.3.1]nonan-3-one), NC1=NNC(=N1)SC (3-amino-5-methylthio-1,2,4-triazole). The product is ClC1=CC=C(C=C1)S(=O)(=O)N1C2C=3C=NC4=NC(=NN4C3CC1CCC2)SC (16-(4-Chloro-benzenesulfonyl)-7-methylthio-4,6,8,9,16-pentaaza-tetracyclo-[10,3,1,02,10,05,9]hexadeca-2(10),3,5,7-tetraene). Reactants: CCO, O=C(OCc1ccccc1)N1CCC(N2CCOCC2=O)CC1. The product is O=C1COCCN1C1CCNCC1. RXN SMILES: [CH3:24][CH2:25][OH:26].[O:1]=[C:2]1[CH2:3][O:4][CH2:5][CH2:6][N:7]1[CH:8]1[CH2:9][CH2:10][N:11]([C:14]([O:15][CH2:16][c:17]2[cH:18][cH:19][cH:20][cH:21][cH:22]2)=[O:23])[CH2:12][CH2:13]1>>[O:1]=[C:2]1[CH2:3][O:4][CH2:5][CH2:6][N:7]1[CH:8]1[CH2:9][CH2:10][NH:11][CH2:12][CH2:13]1. The reactants are BrC1=NC(=CC(=C1)S(=O)(=O)C1=CC=C(C=C1)N)N1CCCC1 (4-(2-bromo-6-pyrrolidine-1-yl-pyridine-4-sulfonyl)-phenylamine), C1(=CC=CC=C1)C#C (phenylacetylene). The reagents and catalysts are [Cu]I (copper(I)-iodide), C1=CC=C(C=C1)P(C2=CC=CC=C2)C3=CC=CC=C3.C1=CC=C(C=C1)P(C2=CC=CC=C2)C3=CC=CC=C3.Cl[Pd]Cl (bis(triphenylphosphine)-palladium(II)-chloride). The solvent is CN(C=O)C (dimethylformamide), C(C)NCC (diethylamine). Product: C1(=CC=CC=C1)C#CC1=NC(=CC(=C1)S(=O)(=O)C1=CC=C(C=C1)N)N1CCCC1 (4-(2-phenylethynyl-6-pyrrolidine-1-yl-pyridine-4-sulfonyl)-phenylamine). Yield: 64.4%. As a reaction SMILES: Br[C:2]1[CH:7]=[C:6]([S:8]([C:11]2[CH:16]=[CH:15][C:14]([NH2:17])=[CH:13][CH:12]=2)(=[O:10])=[O:9])[CH:5]=[C:4]([N:18]2[CH2:22][CH2:21][CH2:20][CH2:19]2)[N:3]=1.[C:23]1([C:29]#[CH:30])[CH:28]=[CH:27][CH:26]=[CH:25][CH:24]=1>CN(C)C=O.C(NCC)C.[Cu]I.C1C=CC(P(C2C=CC=CC=2)C2C=CC=CC=2)=CC=1.C1C=CC(P(C2C=CC=CC=2)C2C=CC=CC=2)=CC=1.Cl[Pd]Cl>[C:23]1([C:29]#[C:30][C:2]2[CH:7]=[C:6]([S:8]([C:11]3[CH:16]=[CH:15][C:14]([NH2:17])=[CH:13][CH:12]=3)(=[O:10])=[O:9])[CH:5]=[C:4]([N:18]3[CH2:22][CH2:21][CH2:20][CH2:19]3)[N:3]=2)[CH:28]=[CH:27][CH:26]=[CH:25][CH:24]=1 |f:5.6.7|. Reported procedure: A mixture of 382 mg (1 mmole) 4-(2-bromo-6-pyrrolidine-1-yl-pyridine-4-sulfonyl)-phenylamine, 112 mg (1.1 mmole) phenylacetylene, 38 mg copper(I)-iodide and 35 mg bis(triphenylphosphine)-palladium(II)-chloride in 5 ml dimethylformamide and 5 ml diethylamine is refluxed for 2 hours. The solvents are removed and the residue is diluted with dichloromethane. The dichloromethane solution is washed twice with water, dried over magnesiumsulfate and concentrated in vacuo. Recrystallisation of the residu... The reactants are aldehyde, N1CCCCC1 (piperidine), C([O-])([O-])=O.[K+].[K+] (potassium carbonate), O (water), C(CC(O)(C(=O)O)CC(=O)O)(=O)O (citric acid). The solvent is CN(C)C=O (DMF). Run at temperature 130 celsius. Yields the product N1(CCCCC1)C1=C(C=O)C=CC=C1 (2-piperidinobenzaldehyde), oil. The yield is 92.0%. RXN SMILES: [NH:1]1[CH2:6][CH2:5][CH2:4][CH2:3][CH2:2]1.[C:7](=O)([O-])[O-].[K+].[K+].O.[C:14](O)(=O)[CH2:15][C:16]([CH2:21][C:22](O)=O)([C:18]([OH:20])=O)O>CN(C=O)C>[N:1]1([C:15]2[CH:14]=[CH:7][CH:22]=[CH:21][C:16]=2[CH:18]=[O:20])[CH2:6][CH2:5][CH2:4][CH2:3][CH2:2]1 |f:1.2.3|. Reported procedure: To a solution of the aldehyde 3a (20 g, 161.1 mmol) in dry DMF (160 mL), piperidine (19.1 mL, 193.4 mmol, 1.2 eq) and potassium carbonate (26.73 g, 193.4 mmol, 1.2 eq) were successively added. The suspension was heated at 130° C. for 3 h. The reaction mixture was then poured into cold water and acidified with citric acid up to pH 5. The aqueous layer was extracted 3X with EtOAc and the combined organic extract was successively washed with water, saturated NaHCO3 and brine. After drying the organ... The reactants are Cl (hydrochloride), C21H24ClN3O2, NC1=C(C=C(OCCBr)C=C1)[N+](=O)[O-] ((4-amino-3-nitrophenoxy)ethyl bromide), C(C1=CC=CC=C1)C1=CCNCC1 (4-benzyl-1,2,5,6-tetrahydropyridine), C(=O)([O-])[O-].[K+].[K+] (K2CO3). Product: C(C1=CC=CC=C1)C1=CCN(CC1)CCOC1=CC=2C(=NC(N2)=O)C=C1 (4-Benzyl-1-(2-(2-oxobenzimidazol-5-oxy)ethyl)-1,2,5,6-tetrahydropyridine). RXN SMILES: [NH2:1][C:2]1[CH:11]=[CH:10][C:5]([O:6][CH2:7][CH2:8]Br)=[CH:4][C:3]=1[N+:12]([O-])=O.[CH2:15]([C:22]1[CH2:27][CH2:26][NH:25][CH2:24][CH:23]=1)[C:16]1[CH:21]=[CH:20][CH:19]=[CH:18][CH:17]=1.[C:28]([O-])([O-])=[O:29].[K+].[K+].Cl>>[CH2:15]([C:22]1[CH2:27][CH2:26][N:25]([CH2:8][CH2:7][O:6][C:5]2[CH:10]=[CH:11][C:2]3=[N:1][C:28](=[O:29])[N:12]=[C:3]3[CH:4]=2)[CH2:24][CH:23]=1)[C:16]1[CH:21]=[CH:20][CH:19]=[CH:18][CH:17]=1 |f:2.3.4|. Procedure: The title compound was prepared from (4-amino-3-nitrophenoxy)ethyl bromide (1.31 g, 5.0 mmol), 4-benzyl-1,2,5,6-tetrahydropyridine (870 mg, 5.02 mmol), K2CO3 (700 g) and KI (80 mg) in three steps as a slightly grey powder, mp. 202-3° C. 1H NMR (DMSO-d6): 1.952 (bs, 2H), 2.50-2.56 (m, 4H), 2.686 (t, 2H, J=6), 2.973 (bs, 2H), 3.241 (s, 2H), 3.988 (t, 2H, J=6), 5.381 (s, 1H), 6.48-6.50 (m, 2H), 6.768 (d, 1H, J=9), 7.14-7.30 (m, 5H). The hydrochloride, mp. 256-7° C. Analysis, Calcd. for (C21H24ClN3O...